From a dataset of the Open Reaction Database (ORD), a public repository of structured organic reaction records. describe an organic reaction: reactants, conditions, products, and yield The reactants are C1(=CC=C(C=C1)CCC(=O)C1=CC=CC=C1)C1=CC=CC=C1 (3-(biphenyl-4-yl)-1-phenylpropan-1-one), C1(=CC=C(C=C1)CC/C(=C/C(=O)OCC)/C1=CC=CC=C1)C1=CC=CC=C1 ((Z)-ethyl 5-(biphenyl-4-yl)-3-phenylpent-2-enoate). Product: C1(=CC=C(C=C1)CC\C(=C/C(=O)OCC)\C1=CC=CC=C1)C1=CC=CC=C1 ((E)-ethyl 5-(biphenyl-4-yl)-3-phenylpent-2-enoate). Reaction SMILES: C1(C2C=CC=CC=2)C=CC(CCC(C2C=CC=CC=2)=O)=CC=1.[C:23]1([C:44]2[CH:49]=[CH:48][CH:47]=[CH:46][CH:45]=2)[CH:28]=[CH:27][C:26]([CH2:29][CH2:30]/[C:31](/[C:38]2[CH:43]=[CH:42][CH:41]=[CH:40][CH:39]=2)=[CH:32]/[C:33]([O:35][CH2:36][CH3:37])=[O:34])=[CH:25][CH:24]=1>>[C:23]1([C:44]2[CH:45]=[CH:46][CH:47]=[CH:48][CH:49]=2)[CH:28]=[CH:27][C:26]([CH2:29][CH2:30]/[C:31](/[C:38]2[CH:39]=[CH:40][CH:41]=[CH:42][CH:43]=2)=[CH:32]\[C:33]([O:35][CH2:36][CH3:37])=[O:34])=[CH:25][CH:24]=1. Procedure details: By a procedure similar to that of example 1.85.3, starting from 3-(biphenyl-4-yl)-1-phenylpropan-1-one, (Z)-ethyl 5-(biphenyl-4-yl)-3-phenylpent-2-enoate and (E)-ethyl 5-(biphenyl-4-yl)-3-phenylpent-2-enoate were obtained as colourless oils. Starting materials: C(C)(C)(C)N1N=CC(=C1C1=CC=C(C=C1)F)C=1SC=C(N1)CC(=O)O (2-(2-(1-tert-butyl-5-(4-fluorophenyl)-1H-pyrazol-4-yl)thiazol-4-yl)acetic acid), N1CCC(C(=O)OCC)CC1 (ethyl isonipecotate). Yields the product C(C)(C)(C)N1N=CC(=C1C1=CC=C(C=C1)F)C=1SC=C(N1)CC(=O)N1CCC(CC1)C(=O)OCC (Ethyl 1-({2-[1-tert-butyl-5-(4-fluorophenyl)-1H-pyrazol-4-yl]-1,3-thiazol-4-yl}acetyl)piperidine-4-carboxylate). RXN SMILES: [C:1]([N:5]1[C:9]([C:10]2[CH:15]=[CH:14][C:13]([F:16])=[CH:12][CH:11]=2)=[C:8]([C:17]2[S:18][CH:19]=[C:20]([CH2:22][C:23]([OH:25])=O)[N:21]=2)[CH:7]=[N:6]1)([CH3:4])([CH3:3])[CH3:2].[NH:26]1[CH2:36][CH2:35][CH:29]([C:30]([O:32][CH2:33][CH3:34])=[O:31])[CH2:28][CH2:27]1>>[C:1]([N:5]1[C:9]([C:10]2[CH:11]=[CH:12][C:13]([F:16])=[CH:14][CH:15]=2)=[C:8]([C:17]2[S:18][CH:19]=[C:20]([CH2:22][C:23]([N:26]3[CH2:36][CH2:35][CH:29]([C:30]([O:32][CH2:33][CH3:34])=[O:31])[CH2:28][CH2:27]3)=[O:25])[N:21]=2)[CH:7]=[N:6]1)([CH3:3])([CH3:2])[CH3:4]. Procedure details: Using 2-(2-(1-tert-butyl-5-(4-fluorophenyl)-1H-pyrazol-4-yl)thiazol-4-yl)acetic acid and ethyl isonipecotate and by reaction and purification in the same manner as in the method described in Example 1, step 7, the title compound was obtained. The reactants are C(C)(=O)O[C@@H]1C(=C[C@H]2[C@@H](CC[C@@H]([C@@]23[C@H]1OC(O3)(C)C)C)C(CBr)=O)C ((3aS,4R,6aS,7R,10S,10aS)-7-(2-bromoacetyl)-2,2,5,10-tetramethyl-4,6a,7,8,9,10-hexahydro-3aH-naphtho[1,8a-d][1,3]dioxol-4-yl acetate), C(CC)(=S)N (thiopropionamide). The solvent is C(C)O (ethanol). Reaction conditions: time 24 hour. Yields the product C(C)(=O)O[C@@H]1C(=C[C@H]2[C@@H](CC[C@H]([C@]23[C@H]1OC(O3)(C)C)C)C=3N=C(SC3)CC)C ((3aS,4R,6aS,7R,10R,10aR)-7-(2-ethyl-1,3-thiazol-4-yl)-2,2,5,10-tetramethyl-4,6a,7,8,9,10-hexahydro-3aH-naphtho[1,8a-d][1,3]dioxol-4-yl acetate). Yield: 70.7%. RXN SMILES: [C:1]([O:4][C@H:5]1[C@@H:14]2[O:15][C:16]([CH3:19])([CH3:18])[O:17][C@:13]32[C@H:8]([C@H:9]([C:21](=O)[CH2:22]Br)[CH2:10][CH2:11][C@@H:12]3[CH3:20])[CH:7]=[C:6]1[CH3:25])(=[O:3])[CH3:2].[C:26]([NH2:30])(=[S:29])[CH2:27][CH3:28]>C(O)C>[C:1]([O:4][C@H:5]1[C@@H:14]2[O:15][C:16]([CH3:19])([CH3:18])[O:17][C@@:13]32[C@H:8]([C@H:9]([C:21]2[N:30]=[C:26]([CH2:27][CH3:28])[S:29][CH:22]=2)[CH2:10][CH2:11][C@H:12]3[CH3:20])[CH:7]=[C:6]1[CH3:25])(=[O:3])[CH3:2]. Procedure: To a stirred solution of (3aS,4R,6aS,7R,10S,10aS)-7-(2-bromoacetyl)-2,2,5,10-tetramethyl-4,6a,7,8,9,10-hexahydro-3aH-naphtho[1,8a-d][1,3]dioxol-4-yl acetate (Preparation 164, 500 mg) in ethanol (5 ml) was added thiopropionamide (110 mg). The reaction mixture was stirred at room temperature for 24 hours and then partitioned between saturated aqueous sodium chloride and ethyl acetate. The organic phase was dried (MgSO4), evaporated and purified by flash column chromatography on silica gel eluting ... Reactants: ClC1=C(C(=O)OC)C=C(C=C1[N+](=O)[O-])C=C (methyl 2-chloro-3-nitro-5-vinylbenzoate), Cl[Sn]Cl (SnCl2). The solvent is CCO (EtOH), O (water), CCOC(=O)C (EtOAc). Run at time 10 minute. Product: ClC1=C(C(=O)OC)C=C(C=C1N)C=C (methyl 2-chloro-3-amino-5-vinylbenzoate). RXN SMILES: [Cl:1][C:2]1[C:11]([N+:12]([O-])=O)=[CH:10][C:9]([CH:15]=[CH2:16])=[CH:8][C:3]=1[C:4]([O:6][CH3:7])=[O:5].Cl[Sn]Cl>CCO.O.CCOC(C)=O>[Cl:1][C:2]1[C:11]([NH2:12])=[CH:10][C:9]([CH:15]=[CH2:16])=[CH:8][C:3]=1[C:4]([O:6][CH3:7])=[O:5]. Procedure: A solution of methyl 2-chloro-3-nitro-5-vinylbenzoate (1.75 g, 7.2 mmol) and SnCl2 (4.1 g, 18.1 mmol) in EtOH (50 mL) was stirred at 75° C. for 16 h. The reaction mixture was cooled to RT, diluted with water and EtOAc, stirred at RT for 10 min, and filtered on cellite. The organic layer was separated, washed with brine, dried over sodium sulfate, concentrated in vacuo and purified by flash chromatography (120 g silica gel, 0 to 25% EtOAc in hexane) to give methyl 2-chloro-3-amino-5-vinylbenzoate... The reactants are ClC=1C=C(C=CC1OCC1=CC(=CC=C1)F)NC=1C=2C(N=CN1)=CN(N2)CC2=CC=C(C(=O)O)C=C2 (4-{[7-({3-chloro-4-[(3-fluorobenzyl)oxy]phenyl}amino)-2H-pyrazolo[4,3-d]pyrimidin-2-yl]methyl}benzoic acid), COCCN (2-methoxyethylamine), ON1N=NC2=C1C=CC=C2 (1-hydroxybenzotriazole), Cl.CN(CCCN=C=NCC)C (1-[3-(dimethylamino)propyl]-3-ethylcarbodiimide hydrochloride). The solvent is CN(C=O)C (N,N-dimethylformamide), C(C)N(CC)CC (triethylamine). The product is ClC=1C=C(C=CC1OCC1=CC(=CC=C1)F)NC=1C=2C(N=CN1)=CN(N2)CC2=CC=C(C(=O)NCCOC)C=C2 (4-{[7-({3-chloro-4-[(3-fluorobenzyl)oxy]phenyl}amino)-2H-pyrazolo[4,3-d]pyrimidin-2-yl]methyl}-N-(2-methoxyethyl)benzamide). Yield: 229.5%. RXN SMILES: [Cl:1][C:2]1[CH:3]=[C:4]([NH:17][C:18]2[C:19]3[C:20](=[CH:24][N:25]([CH2:27][C:28]4[CH:36]=[CH:35][C:31]([C:32]([OH:34])=O)=[CH:30][CH:29]=4)[N:26]=3)[N:21]=[CH:22][N:23]=2)[CH:5]=[CH:6][C:7]=1[O:8][CH2:9][C:10]1[CH:15]=[CH:14][CH:13]=[C:12]([F:16])[CH:11]=1.[CH3:37][O:38][CH2:39][CH2:40][NH2:41].ON1C2C=CC=CC=2N=N1.Cl.CN(C)CCCN=C=NCC>CN(C)C=O.C(N(CC)CC)C>[Cl:1][C:2]1[CH:3]=[C:4]([NH:17][C:18]2[C:19]3[C:20](=[CH:24][N:25]([CH2:27][C:28]4[CH:36]=[CH:35][C:31]([C:32]([NH:41][CH2:40][CH2:39][O:38][CH3:37])=[O:34])=[CH:30][CH:29]=4)[N:26]=3)[N:21]=[CH:22][N:23]=2)[CH:5]=[CH:6][C:7]=1[O:8][CH2:9][C:10]1[CH:15]=[CH:14][CH:13]=[C:12]([F:16])[CH:11]=1 |f:3.4|. Reported procedure: A solution of 4-{[7-({3-chloro-4-[(3-fluorobenzyl)oxy]phenyl}amino)-2H-pyrazolo[4,3-d]pyrimidin-2-yl]methyl}benzoic acid (45 mg), 2-methoxyethylamine (9 mg), 1-hydroxybenzotriazole (18 mg), 1-[3-(dimethylamino)propyl]-3-ethylcarbodiimide hydrochloride (26 mg) and triethylamine (0.08 mL) in N,N-dimethylformamide (2 mL) was stirred at room temperature for 30 hrs. After the completion of the reaction, the reaction solution was concentrated under reduced pressure, and the residue was subjected to si... The reactants are [BH4-], CC(C)O, O=C1c2ccccc2C(F)(F)C(F)(F)c2ccccc21, [Na+], O. Yields the product OC1c2ccccc2C(F)(F)C(F)(F)c2ccccc21. As a reaction SMILES: [BH4-:1].[CH:24]([OH:25])([CH3:26])[CH3:27].[F:4][C:5]1([F:23])[C:6]([F:21])([F:22])[c:7]2[c:8]([cH:17][cH:18][cH:19][cH:20]2)[C:9](=[O:16])[c:10]2[c:11]1[cH:12][cH:13][cH:14][cH:15]2.[Na+:2].[OH2:3]>>[F:4][C:5]1([F:23])[C:6]([F:21])([F:22])[c:7]2[c:8]([cH:17][cH:18][cH:19][cH:20]2)[CH:9]([OH:16])[c:10]2[c:11]1[cH:12][cH:13][cH:14][cH:15]2. Starting materials: COC(=O)C(CO)NC(=O)c1ccc2n1Cc1ccccc1N(C(=O)c1ccc(C3=CCCCC3)c(C)c1)C2, CC(C)=O, Cl, [Na+], [OH-]. The product is Cc1cc(C(=O)N2Cc3ccc(C(=O)NC(CO)C(=O)O)n3Cc3ccccc32)ccc1C1=CCCCC1. As a reaction SMILES: [CH3:1][O:2][C:3]([CH:4]([CH2:5][OH:6])[NH:7][C:8](=[O:9])[c:10]1[cH:11][cH:12][c:13]2[n:19]1[CH2:18][c:17]1[c:16]([cH:23][cH:22][cH:21][cH:20]1)[N:15]([C:24]([c:25]1[cH:26][c:27]([CH3:37])[c:28]([C:31]3=[CH:32][CH2:33][CH2:34][CH2:35][CH2:36]3)[cH:29][cH:30]1)=[O:38])[CH2:14]2)=[O:39].[CH3:43][C:44](=[O:45])[CH3:46].[ClH:42].[Na+:41].[OH-:40]>>[O:2]=[C:3]([CH:4]([CH2:5][OH:6])[NH:7][C:8](=[O:9])[c:10]1[cH:11][cH:12][c:13]2[n:19]1[CH2:18][c:17]1[c:16]([cH:23][cH:22][cH:21][cH:20]1)[N:15]([C:24]([c:25]1[cH:26][c:27]([CH3:37])[c:28]([C:31]3=[CH:32][CH2:33][CH2:34][CH2:35][CH2:36]3)[cH:29][cH:30]1)=[O:38])[CH2:14]2)[OH:39]. The reactants are N (ammonia), N#CBr (cyanogen bromide), NC=1C=C(C(=O)OC)C=CC1N (methyl 3,4-diaminobenzoate), crude residue, Cl (hydrochloric acid). Solvent: C(C)(=O)OCC (ethyl acetate), O (water). Run at time 8 hour. Yields the product NC1=NC2=C(N1)C=CC(=C2)C(=O)O (2-amino-1H-benzo[d]imidazole-5-carboxylic acid). The yield is 90.9%. Reaction SMILES: [N:1]#[C:2]Br.[NH2:4][C:5]1[CH:6]=[C:7]([CH:12]=[CH:13][C:14]=1[NH2:15])[C:8]([O:10]C)=[O:9].N.Cl>O.C(OCC)(=O)C>[NH2:1][C:2]1[NH:15][C:14]2[CH:13]=[CH:12][C:7]([C:8]([OH:10])=[O:9])=[CH:6][C:5]=2[N:4]=1. Reported procedure: A solution of cyanogen bromide (5.0 mL, 5 M in acetonitrile, 25 mmol) was added to a mixture of methyl 3,4-diaminobenzoate (3.0 g, 18 mmol) in water (50 mL). The reaction was stirred at room temperature overnight. Aqueous ammonia (20 mL) and ethyl acetate (100 mL) were added to the reaction mixture and the layers were separated. The organics were dried over sodium sulfate, filtered, and concentrated. To the crude residue was added 2 N aqueous hydrochloric acid (18 mL, 36.0 mmol) and the mixture ...